describe an organic reaction: reactants, conditions, products, and yield From a dataset of the Open Reaction Database (ORD), a public repository of structured organic reaction records. The reactants are [Zn](C)C (ZnMe2), ClC(C(F)(F)F)(C)C1=CC=C(C=C1)OC (4-(1-Chloro-1-methyl-2,2,2-trifluoroethyl)anisole). Reagents/catalysts: Cl[Ti](Cl)(Cl)Cl (TiCl4). The solvent is C(Cl)Cl (CH2Cl2), C1(=CC=CC=C1)C (toluene), C(Cl)Cl (CH2Cl2), O (water). Reaction conditions: temperature -78 celsius, time 15 minute. Yields the product CC(C(F)(F)F)(C)C1=CC=C(C=C1)OC (4-(1,1-Dimethyl-2,2,2-trifluoroethyl)anisole). Yield: 100.7%. Reaction SMILES: [Zn](C)[CH3:2].Cl[C:5]([C:11]1[CH:16]=[CH:15][C:14]([O:17][CH3:18])=[CH:13][CH:12]=1)([CH3:10])[C:6]([F:9])([F:8])[F:7]>C(Cl)Cl.C1(C)C=CC=CC=1.O.Cl[Ti](Cl)(Cl)Cl>[CH3:10][C:5]([C:11]1[CH:16]=[CH:15][C:14]([O:17][CH3:18])=[CH:13][CH:12]=1)([CH3:2])[C:6]([F:9])([F:8])[F:7]. Reported procedure: To a stirred solution of TiCl4 (57 mg, 0.30 mmol) in dry CH2Cl2 (5 ml) was added a solution (1.05 mol/l) of ZnMe2 (0.87 ml, 0.91 mmol) in toluene via a syringe at −78° C. After 15 min, to this was added a solution of Compound 69 (217 mg, 0.91 mmol) in dry CH2Cl2 (2 ml) at same temperature. The reaction mixture was stirred at −78° C. for 1 h and warmed to room temperature. After 2 h, the mixture was diluted with water and stirred for 10 min. The organic layer was separated and the aqueous layer w... Starting materials: N1(CCCCC1)C1=C(C=CC(=C1)N1CCSCC1)NC(=O)C=1OC(=CC1)C#N (5-Cyano-furan-2-carboxylic acid (2-piperidin-1-yl-4-thiomorpholin-4-yl-phenyl)-amide), C[N+]1(CCOCC1)[O-] (4-methyl-morpholine N-oxide), solution, O (water). The reagents and catalysts are [Os](=O)(=O)(=O)=O (osmium tetroxide). The solvent is CC(=O)C.O (acetone water). Conditions: time 18 hour. Yields the product 5-g, O=S1(CCN(CC1)C1=CC(=C(C=C1)NC(=O)C=1OC(=CC1)C#N)N1CCCCC1)=O (5-Cyano-furan-2-carboxylic acid [4-(1,1-dioxo-1λ6-thiomorpholin-4-yl)-2-piperidin-1-yl-phenyl]-amide). Isolated yield 82.0%. As a reaction SMILES: [N:1]1([C:7]2[CH:12]=[C:11]([N:13]3[CH2:18][CH2:17][S:16][CH2:15][CH2:14]3)[CH:10]=[CH:9][C:8]=2[NH:19][C:20]([C:22]2[O:23][C:24]([C:27]#[N:28])=[CH:25][CH:26]=2)=[O:21])[CH2:6][CH2:5][CH2:4][CH2:3][CH2:2]1.C[N+]1([O-])CC[O:33]CC1.[OH2:37]>CC(C)=O.O.[Os](=O)(=O)(=O)=O>[O:37]=[S:16]1(=[O:33])[CH2:15][CH2:14][N:13]([C:11]2[CH:10]=[CH:9][C:8]([NH:19][C:20]([C:22]3[O:23][C:24]([C:27]#[N:28])=[CH:25][CH:26]=3)=[O:21])=[C:7]([N:1]3[CH2:2][CH2:3][CH2:4][CH2:5][CH2:6]3)[CH:12]=2)[CH2:18][CH2:17]1 |f:3.4|. Procedure details: To a solution of 21.5 mg (0.0542 mmol) 5-cyano-furan-2-carboxylic acid (2-piperidin-1-yl-4-thiomorpholin-4-yl-phenyl)-amide (as prepared in Example 6, step (b)) in 0.6 mL of acetone-water (3:1) was added 22.0 mg (0.163 mmol) of 4-methyl-morpholine N-oxide followed by 25 μL (0.0039 mmol) of a solution of osmium tetroxide (4.0 wt % in water). After stirring for 18 h at RT, 3 mL of water was added and the mixture extracted with EtOAc (2×5 mL). The combined extracts were washed with brine (5 mL), dr... Reactants: O.O.[Sn](Cl)Cl (Tin (II) chloride dihydrate), C(C)S(=O)(=O)C1=CC=C(C=C1)[N+](=O)[O-] (1-(ethylsulfonyl)-4-nitrobenzene), [OH-].[Na+] (sodium hydroxide). The solvent is C(C)O (ethanol). Yields the product C(C)S(=O)(=O)C1=CC=C(C=C1)N (4-(ethylsulfonyl)-benzene amine). RXN SMILES: O.O.[Sn](Cl)Cl.[CH2:6]([S:8]([C:11]1[CH:16]=[CH:15][C:14]([N+:17]([O-])=O)=[CH:13][CH:12]=1)(=[O:10])=[O:9])[CH3:7].[OH-].[Na+]>C(O)C>[CH2:6]([S:8]([C:11]1[CH:16]=[CH:15][C:14]([NH2:17])=[CH:13][CH:12]=1)(=[O:10])=[O:9])[CH3:7] |f:0.1.2,4.5|. Procedure details: Tin (II) chloride dihydrate (51.89 g, 0.230 mol) was added to 1-(ethylsulfonyl)-4-nitrobenzene (10 g, 0.046 mol) in ethanol (250 ml) then heated under reflux for 16 h. The mixture was cooled to room temperature and treated with aqueous sodium hydroxide (2N, 100 ml). The product was then extracted into ethyl acetate (3×150 ml). The organic extracts were combined, dried (MgSO4) and concentrated in vacuo. The residue was then purified by chromatography column over silica (50% ethyl acetate/50% petr... Starting materials: C(=O)O (formic acid), C(C)(=O)C1=NC(=CC=C1)C(C)=O (2,6-diacetylpyridine), CC1=C(N)C=CC=C1 (2-methylaniline). Solvent: CO (methanol), O1CCCC1 (tetrahydrofuran), CO (methanol). Product: 2,6-diacetylpyridine-di(2-methylphenyl)imine, NC=1C(C2=CC3=CC(=CC=C3C2=CC1)N)=O (2,7-diaminofluorenone). Isolated yield 53.0%. Reaction SMILES: [C:1]([C:4]1[CH:9]=[CH:8][CH:7]=[C:6]([C:10](=[O:12])C)[N:5]=1)(=O)C.C[C:14]1[CH:20]=[CH:19][CH:18]=[CH:17][C:15]=1[NH2:16].C(O)=O>CO.O1CCCC1>[NH2:5][C:6]1[C:10](=[O:12])[C:4]2[C:9](=[CH:8][CH:7]=1)[C:19]1[C:18](=[CH:17][C:15]([NH2:16])=[CH:14][CH:20]=1)[CH:1]=2. Procedure: 100 ml of methanol, 6.53 g of 2,6-diacetylpyridine (molecular weight 163.18; 40 mmols) and 21.4 g of 2-methylaniline (molecular weight 107.15; 200 mmols) were put into a 300 ml flask, and thoroughly stirred to prepare a homogeneous mixture. 0.6 ml of formic acid was added to this, and further the mixture was stirred at room temperature for 4 hours to make the compounds reacted completely. The resulting yellow crystal was taken out through filtration, washed with methanol, and dried under reduced... The reactants are CCCc1nc2cc(NS(=O)(=O)c3ccc(F)cc3)ccc2n1CC(=O)OC(C)(C)C, CC=CCBr, CC#N, CCOC(C)=O, [K+], [K+], O=C([O-])[O-], O. Yields the product CC=CCN(c1ccc2c(c1)nc(CCC)n2CC(=O)OC(C)(C)C)S(=O)(=O)c1ccc(F)cc1. As a reaction SMILES: [C:12]([CH3:13])([CH3:14])([CH3:15])[O:16][C:17]([CH2:18][n:19]1[c:20]([CH2:39][CH2:40][CH3:41])[n:21][c:22]2[c:23]1[cH:24][cH:25][c:26]([NH:28][S:29](=[O:30])(=[O:31])[c:32]1[cH:33][cH:34][c:35]([F:38])[cH:36][cH:37]1)[cH:27]2)=[O:42].[CH2:1]([CH:2]=[CH:3][CH3:4])[Br:5].[CH3:43][C:44]#[N:45].[CH3:46][CH2:47][O:48][C:49]([CH3:50])=[O:51].[K+:6].[K+:7].[O-:8][C:9]([O-:10])=[O:11].[OH2:52]>>[CH2:1]([CH:2]=[CH:3][CH3:4])[N:28]([c:26]1[cH:25][cH:24][c:23]2[n:19]([CH2:18][C:17]([O:16][C:12]([CH3:13])([CH3:14])[CH3:15])=[O:42])[c:20]([CH2:39][CH2:40][CH3:41])[n:21][c:22]2[cH:27]1)[S:29](=[O:30])(=[O:31])[c:32]1[cH:33][cH:34][c:35]([F:38])[cH:36][cH:37]1.